This data is from the Open Reaction Database (ORD), a public repository of structured organic reaction records. The task is: describe an organic reaction: reactants, conditions, products, and yield Starting materials: P(OCC)(OCC)OCC (triethyl phosphite), BrCC1=CC=C(C(=O)OC)C=C1 (methyl 4-(bromomethyl)benzoate), resultant mixture. The product is C(C)OP(=O)(OCC)CC1=CC=C(C(=O)OC)C=C1 (methyl 4-(diethoxyphosphorylmethyl)benzoate). RXN SMILES: [P:1]([O:8][CH2:9][CH3:10])([O:5]CC)[O:2][CH2:3][CH3:4].Br[CH2:12][C:13]1[CH:22]=[CH:21][C:16]([C:17]([O:19][CH3:20])=[O:18])=[CH:15][CH:14]=1>>[CH2:9]([O:8][P:1]([CH2:12][C:13]1[CH:22]=[CH:21][C:16]([C:17]([O:19][CH3:20])=[O:18])=[CH:15][CH:14]=1)([O:2][CH2:3][CH3:4])=[O:5])[CH3:10]. Procedure: 6.64 g (40 mmol) of triethyl phosphite was added to 2.29 g (10 mmol) of methyl 4-(bromomethyl)benzoate, and the resultant mixture was stirred at 150° C. for 19 hours. The mixture was purified by the silica gel column chromatography to obtain the title compound. The reactants are resultant suspension, [Cl-].[NH4+] (ammonium chloride), ClCC1=CC=C(C=C1)F (1-chloromethyl-4-fluoro-benzene), [Mg] (magnesium), BrCCBr (1,2-dibromoethane), C(C1=CC=CC=C1)N1CCC(CC1)=O (1-benzyl-piperidin-4-one). Solvent: O (water), C1CCOC1 (THF), C1CCOC1 (THF), C1CCOC1 (THF). Conditions: time 0.5 hour. The product is C(C1=CC=CC=C1)N1CCC(CC1)(O)CC1=CC=C(C=C1)F (1-benzyl-4-(4-fluoro-benzyl)-piperidin-4-ol). As a reaction SMILES: [Mg].BrCCBr.Cl[CH2:7][C:8]1[CH:13]=[CH:12][C:11]([F:14])=[CH:10][CH:9]=1.[CH2:15]([N:22]1[CH2:27][CH2:26][C:25](=[O:28])[CH2:24][CH2:23]1)[C:16]1[CH:21]=[CH:20][CH:19]=[CH:18][CH:17]=1.[Cl-].[NH4+]>C1COCC1.O>[CH2:15]([N:22]1[CH2:27][CH2:26][C:25]([CH2:7][C:8]2[CH:13]=[CH:12][C:11]([F:14])=[CH:10][CH:9]=2)([OH:28])[CH2:24][CH2:23]1)[C:16]1[CH:17]=[CH:18][CH:19]=[CH:20][CH:21]=1 |f:4.5|. Procedure: To a suspension of magnesium metal (4.15 g, 170.5 mmol) in anhydrous THF (40 ml) is added 1,2-dibromoethane (1.53 g, 8.12 mmol) and the mixture warmed gently. To the reaction mixture is added a solution of 1-chloromethyl-4-fluoro-benzene (23.5 g, 162.4 mmol) in THF (20 ml) dropwise over 1.5 hours. The reaction mixture is cooled to RT and stirred for 0.5 hours followed by cooling to −10° C. and addition of a solution of 1-benzyl-piperidin-4-one (9.19 g, 48.6 mmol) in THF (20 ml) dropwise over 0.5...